From a dataset of the Open Reaction Database (ORD), a public repository of structured organic reaction records. describe an organic reaction: reactants, conditions, products, and yield Reactants: [N+](=O)(O)[O-] (nitric acid), ClC=1C=2C(C=CC1)=NC=1C2NC2=CC=CC=C2C1 (6-chloroindolo[3,2-b]quinoline), ice water. Conditions: time 8 hour. Yields the product ClC=1C=2C(C=CC1)=NC=1C2NC2=CC=C(C=C2C1)[N+](=O)[O-] (6-chloro-2nitroindolo[3,2-b]quinoline). The yield is 84.0%. Reaction SMILES: [N+:1]([O-:4])(O)=[O:2].[Cl:5][C:6]1[C:7]2[C:8](=[N:12][C:13]3[C:14]=2[NH:15][C:16]2[C:21]([CH:22]=3)=[CH:20][CH:19]=[CH:18][CH:17]=2)[CH:9]=[CH:10][CH:11]=1>>[Cl:5][C:6]1[C:7]2[C:8](=[N:12][C:13]3[C:14]=2[NH:15][C:16]2[C:21]([CH:22]=3)=[CH:20][C:19]([N+:1]([O-:4])=[O:2])=[CH:18][CH:17]=2)[CH:9]=[CH:10][CH:11]=1. Procedure: Fuming nitric acid (d=1.42) was added dropwise to 6-chloroindolo[3,2-b]quinoline 2.52 g (0.01 mol) at 0° C. The resulting mixture was left overnight at room temperature and then poured into ice water. Deposited crystals were collected by filteration, washed with an aqueous solution saturated with KHCO3 and recrystallized from tetrahydrofuran and CH2Cl2 to obtain 6-chloro-2nitroindolo[3,2-b]quinoline (melting point: 280° to 290° C. (decomp.)) 2.50 g (yield: 84%). The reactants are Cl, O=C(c1cccnc1)c1cccc(F)c1, Cl[Hg]Cl, O, [Zn]. Product: Fc1cccc(Cc2cccnc2)c1. As a reaction SMILES: [ClH:16].[F:1][c:2]1[cH:3][c:4]([C:5](=[O:6])[c:7]2[cH:8][n:9][cH:10][cH:11][cH:12]2)[cH:13][cH:14][cH:15]1.[Hg:18]([Cl:19])[Cl:20].[OH2:21].[Zn:17]>>[F:1][c:2]1[cH:3][c:4]([CH2:5][c:7]2[cH:8][n:9][cH:10][cH:11][cH:12]2)[cH:13][cH:14][cH:15]1. Reactants: C1CCOC1, COC(=O)CC(O)C(=O)N1CCN(c2nc(-c3ccccc3O)nc3cc(C)ccc23)CC1, Cl, [Li+], [OH-], O, O. Yields the product Cc1ccc2c(N3CCN(C(=O)C(O)CC(=O)O)CC3)nc(-c3ccccc3O)nc2c1. Reaction SMILES: [CH2:38]1[O:39][CH2:40][CH2:41][CH2:42]1.[CH3:4][O:5][C:6]([CH2:7][CH:8]([C:9](=[O:10])[N:11]1[CH2:12][CH2:13][N:14]([c:17]2[n:18][c:19](-[c:28]3[c:29]([OH:34])[cH:30][cH:31][cH:32][cH:33]3)[n:20][c:21]3[cH:22][c:23]([CH3:27])[cH:24][cH:25][c:26]23)[CH2:15][CH2:16]1)[OH:35])=[O:36].[ClH:37].[Li+:2].[OH-:1].[OH2:3].[OH2:43]>>[O:5]=[C:6]([CH2:7][CH:8]([C:9](=[O:10])[N:11]1[CH2:12][CH2:13][N:14]([c:17]2[n:18][c:19](-[c:28]3[c:29]([OH:34])[cH:30][cH:31][cH:32][cH:33]3)[n:20][c:21]3[cH:22][c:23]([CH3:27])[cH:24][cH:25][c:26]23)[CH2:15][CH2:16]1)[OH:35])[OH:36]. Starting materials: C([O-])(O)=O.[Na+] (sodium bicarbonate), NC=1C=C(C=CC1)CC(=O)OC (Methyl 3-aminophenylacetate), CS(=O)(=O)Cl (methanesulfonyl chloride), N1=CC=CC=C1 (Pyridine). The solvent is C(Cl)Cl (methylene chloride). Conditions: temperature 0 celsius, time 3 hour. Product: CS(=O)(=O)NC=1C=C(C=CC1)CC(=O)OC (methyl 3-(methanesulfonylamino)phenylacetate). Reaction SMILES: [NH2:1][C:2]1[CH:3]=[C:4]([CH2:8][C:9]([O:11][CH3:12])=[O:10])[CH:5]=[CH:6][CH:7]=1.N1C=CC=CC=1.[CH3:19][S:20](Cl)(=[O:22])=[O:21].C(=O)(O)[O-].[Na+]>C(Cl)Cl>[CH3:19][S:20]([NH:1][C:2]1[CH:3]=[C:4]([CH2:8][C:9]([O:11][CH3:12])=[O:10])[CH:5]=[CH:6][CH:7]=1)(=[O:22])=[O:21] |f:3.4|. Reported procedure: Methyl 3-aminophenylacetate (2.26 g, 13.7 mmol) was dissolved in dry methylene chloride (20 mL) and cooled to 0° C. Pyridine (2.2 mL, 27.2 mmol) was added followed by dropwise addition of methanesulfonyl chloride (1.3 mL, 16.8 mmol). The mixture was stirred at 0° C. for 1 hour and at room temperature for 3 hours, then poured into 100 mL of saturated sodium bicarbonate solution. The organic layer was washed with saturated sodium bicarbonate (100 mL), 1N HCl (2×100 mL) and brine. Dried over MgSO4.... The reactants are OC=1C=CC(=NC1)CO (5-hydroxy-2-hydroxymethylpyridine), [H-].[Na+] (sodium hydride), BrCC(=O)OC(C)(C)C (t-butyl bromoacetate). Run in CN(C)C=O (DMF), CN(C)C=O (DMF), C(C)(=O)OCC (ethyl acetate). Run at time 10 minute. Yields the product C(C)(C)(C)OC(=O)COC=1C=CC(=NC1)CO (5-(t-butoxycarbonylmethyl)oxy-2-hydroxymethylpyridine). The yield is 85.0%. Reaction SMILES: [OH:1][C:2]1[CH:3]=[CH:4][C:5]([CH2:8][OH:9])=[N:6][CH:7]=1.[H-].[Na+].Br[CH2:13][C:14]([O:16][C:17]([CH3:20])([CH3:19])[CH3:18])=[O:15]>CN(C=O)C.C(OCC)(=O)C>[C:17]([O:16][C:14]([CH2:13][O:1][C:2]1[CH:3]=[CH:4][C:5]([CH2:8][OH:9])=[N:6][CH:7]=1)=[O:15])([CH3:20])([CH3:19])[CH3:18] |f:1.2|. Procedure: The solution of 5-hydroxy-2-hydroxymethylpyridine (5.0 g) in DMF (10 ml) was titrated under ice-cooling in the suspension of sodium hydride (60% purity, 1.6 g) in DMF (10 ml). After 10 minutes, the mixture was heated to room temperature and stirred for 15 minutes. After t-butyl bromoacetate (6 ml) was added to the mixture under ice-cooling, the resulting mixture was stirred under ice-cooling for 10 minutes and at room temperature for 45 minutes. The reaction mixture was diluted with ethyl acetat... Starting materials: O=C([O-])[O-], [K+], [K+], NC1=NC2(CO1)c1cc(O)ccc1Oc1ncc(Br)cc12, Cc1ccc(B(O)O)cc1, c1ccc(P(c2ccccc2)(c2ccccc2)[Pd](P(c2ccccc2)(c2ccccc2)c2ccccc2)(P(c2ccccc2)(c2ccccc2)c2ccccc2)P(c2ccccc2)(c2ccccc2)c2ccccc2)cc1. Product: Cc1ccc(-c2cnc3c(c2)C2(COC(N)=N2)c2cc(O)ccc2O3)cc1. Reaction SMILES: [C:32](=[O:33])([O-:34])[O-:35].[K+:36].[K+:37].[NH2:1][C:2]1=[N:21][C:5]2([CH2:4][O:3]1)[c:6]1[cH:7][c:8]([OH:20])[cH:9][cH:10][c:11]1[O:12][c:13]1[n:14][cH:15][c:16]([Br:19])[cH:17][c:18]12.[c:22]1([CH3:31])[cH:23][cH:24][c:25]([B:28]([OH:29])[OH:30])[cH:26][cH:27]1.[cH:38]1[cH:39][cH:40][c:41]([P:42]([Pd:43]([P:44]([c:45]2[cH:46][cH:47][cH:48][cH:49][cH:50]2)([c:51]2[cH:52][cH:53][cH:54][cH:55][cH:56]2)[c:57]2[cH:58][cH:59][cH:60][cH:61][cH:62]2)([P:63]([c:64]2[cH:65][cH:66][cH:67][cH:68][cH:69]2)([c:70]2[cH:71][cH:72][cH:73][cH:74][cH:75]2)[c:76]2[cH:77][cH:78][cH:79][cH:80][cH:81]2)[P:82]([c:83]2[cH:84][cH:85][cH:86][cH:87][cH:88]2)([c:89]2[cH:90][cH:91][cH:92][cH:93][cH:94]2)[c:95]2[cH:96][cH:97][cH:98][cH:99][cH:100]2)([c:101]2[cH:102][cH:103][cH:104][cH:105][cH:106]2)[c:107]2[cH:108][cH:109][cH:110][cH:111][cH:112]2)[cH:113][cH:114]1>>[NH2:1][C:2]1=[N:21][C:5]2([CH2:4][O:3]1)[c:6]1[cH:7][c:8]([OH:20])[cH:9][cH:10][c:11]1[O:12][c:13]1[n:14][cH:15][c:16](-[c:25]3[cH:24][cH:23][c:22]([CH3:31])[cH:27][cH:26]3)[cH:17][c:18]12.